This data is from the Open Reaction Database (ORD), a public repository of structured organic reaction records. The task is: describe an organic reaction: reactants, conditions, products, and yield Starting materials: C(C)(=O)OCC (ethyl acetate), COC1=C(C=C(C=C1)NC(C=CC1=CC(=C(C(=C1)OC)OC)OC)=O)[N+](=O)[O-] (N-(4-methoxy-3-nitrophenyl)-3-(3,4,5-trimethoxyphenyl) -2-propenamide), O (Water), S(=O)([O-])S(=O)[O-].[Na+].[Na+] (sodium hydrosulfite). Run in CC(=O)C.O (acetone water). Conditions: time 30 minute. Yields the product COC1=C(C=C(C=C1)NC(\C=C\C1=CC(=C(C(=C1)OC)OC)OC)=O)N ((E)-N-(4-Methoxy-3-aminophenyl)-3-(3,4,5-trimethoxyphenyl)-2-propenamide). Isolated yield 32.0%. Reaction SMILES: [CH3:1][O:2][C:3]1[CH:8]=[CH:7][C:6]([NH:9][C:10](=[O:25])[CH:11]=[CH:12][C:13]2[CH:18]=[C:17]([O:19][CH3:20])[C:16]([O:21][CH3:22])=[C:15]([O:23][CH3:24])[CH:14]=2)=[CH:5][C:4]=1[N+:26]([O-])=O.S(S([O-])=O)([O-])=O.[Na+].[Na+].O.C(OCC)(=O)C>CC(C)=O.O>[CH3:1][O:2][C:3]1[CH:8]=[CH:7][C:6]([NH:9][C:10](=[O:25])/[CH:11]=[CH:12]/[C:13]2[CH:18]=[C:17]([O:19][CH3:20])[C:16]([O:21][CH3:22])=[C:15]([O:23][CH3:24])[CH:14]=2)=[CH:5][C:4]=1[NH2:26] |f:1.2.3,6.7|. Procedure details: A solution of N-(4-methoxy-3-nitrophenyl)-3-(3,4,5-trimethoxyphenyl) -2-propenamide (Example 3) (1.3 mmol) in acetone/water (10:5) was heated to 50° C. After 30 minutes, sodium hydrosulfite (Na2S2O4) (26.3 mmol) was added slowly. The resulting mixture was heated at reflux for one hour and then cooled to room temperature. Water was added to the cooled reaction mixture. The product was isolated by extraction with ethyl acetate. The organic layer washed with 10% aqueous NaHCO3 and then dried over a... Reactants: OCCCBr, O=C([O-])[O-], CC(C)(C)OC(=O)N1CCNCC1, CC(C)=O, [I-], [K+], [K+], [K+]. Product: CC(C)(C)OC(=O)N1CCN(CCCO)CC1. As a reaction SMILES: [Br:14][CH2:15][CH2:16][CH2:17][OH:18].[C:19](=[O:20])([O-:21])[O-:22].[C:1]([CH3:2])([CH3:3])([CH3:4])[O:5][C:6](=[O:7])[N:8]1[CH2:9][CH2:10][NH:11][CH2:12][CH2:13]1.[CH3:27][C:28](=[O:29])[CH3:30].[I-:26].[K+:23].[K+:24].[K+:25]>>[C:1]([CH3:2])([CH3:3])([CH3:4])[O:5][C:6](=[O:7])[N:8]1[CH2:9][CH2:10][N:11]([CH2:15][CH2:16][CH2:17][OH:18])[CH2:12][CH2:13]1. Reaction SMILES: [CH3:28][c:29]1[cH:30][cH:31][cH:32][cH:33][cH:34]1.[NH2:1][c:2]1[n:3][cH:4][cH:5][cH:6][cH:7]1.[OH:8][C:9]1=[C:10]([C:25](=[O:26])[OH:27])[CH2:11][N:12]([c:19]2[cH:20][cH:21][cH:22][cH:23][cH:24]2)[c:13]2[cH:14][cH:15][cH:16][cH:17][c:18]21>>[NH:1]([c:2]1[n:3][cH:4][cH:5][cH:6][cH:7]1)[C:25]([C:10]1=[C:9]([OH:8])[c:18]2[c:13]([cH:14][cH:15][cH:16][cH:17]2)[N:12]([c:19]2[cH:20][cH:21][cH:22][cH:23][cH:24]2)[CH2:11]1)=[O:26]. Reactants: Cc1ccccc1, Nc1ccccn1, O=C(O)C1=C(O)c2ccccc2N(c2ccccc2)C1. Product: O=C(Nc1ccccn1)C1=C(O)c2ccccc2N(c2ccccc2)C1.